From a dataset of the Open Reaction Database (ORD), a public repository of structured organic reaction records. describe an organic reaction: reactants, conditions, products, and yield Reactants: COC(=O)c1ccnc(C(=O)O)c1, O=C(Cl)C(=O)Cl, ClCCl. The product is COC(=O)c1ccnc(C(=O)Cl)c1. As a reaction SMILES: [CH3:1][O:2][C:3](=[O:4])[c:5]1[cH:6][c:7]([C:11](=[O:12])[OH:13])[n:8][cH:9][cH:10]1.[Cl:14][C:15]([C:16]([Cl:17])=[O:18])=[O:19].[Cl:20][CH2:21][Cl:22]>>[CH3:1][O:2][C:3](=[O:4])[c:5]1[cH:6][c:7]([C:11](=[O:13])[Cl:14])[n:8][cH:9][cH:10]1.